This data is from the Open Reaction Database (ORD), a public repository of structured organic reaction records. The task is: describe an organic reaction: reactants, conditions, products, and yield Reactants: CS(C)=O, NC1CCC(N)CC1, Fc1cc(-c2nc(NCC3CCOCC3)cnc2C(F)(F)F)c(Cl)cn1. Yields the product NC1CCC(Nc2cc(-c3nc(NCC4CCOCC4)cnc3C(F)(F)F)c(Cl)cn2)CC1. Reaction SMILES: [CH3:35][S:36]([CH3:37])=[O:38].[CH:27]1([NH2:34])[CH2:28][CH2:29][CH:30]([NH2:33])[CH2:31][CH2:32]1.[Cl:1][c:2]1[c:3](-[c:9]2[c:10]([C:23]([F:24])([F:25])[F:26])[n:11][cH:12][c:13]([NH:15][CH2:16][CH:17]3[CH2:18][CH2:19][O:20][CH2:21][CH2:22]3)[n:14]2)[cH:4][c:5]([F:8])[n:6][cH:7]1>>[Cl:1][c:2]1[c:3](-[c:9]2[c:10]([C:23]([F:24])([F:25])[F:26])[n:11][cH:12][c:13]([NH:15][CH2:16][CH:17]3[CH2:18][CH2:19][O:20][CH2:21][CH2:22]3)[n:14]2)[cH:4][c:5]([NH:33][CH:30]2[CH2:29][CH2:28][CH:27]([NH2:34])[CH2:32][CH2:31]2)[n:6][cH:7]1.